From a dataset of the Open Reaction Database (ORD), a public repository of structured organic reaction records. describe an organic reaction: reactants, conditions, products, and yield Starting materials: OC1=CC=CC=2N(C(=NC21)COC2=CC=C(C=C2)Cl)CCCC2CCN(CC2)C(=O)OC(C)(C)C (4-hydroxy-2-[(4-chlorophenoxy)methyl]-1-[3-[1-(t-butoxycarbonyl)piperidin-4-yl]propyl]benzimidazole), [H-].[Na+] (sodium hydride), CI (Methyl iodide). Solvent: CN(C=O)C (N,N-dimethylformamide). The product is COC1=CC=CC=2N(C(=NC21)COC2=CC=C(C=C2)Cl)CCCC2CCN(CC2)C(=O)OC(C)(C)C (4-methoxy-2-[(4-chlorophenoxy)methyl]-1-[3-[1-(t-butoxycarbonyl)piperidin-4-yl]propyl]benzimidazole). The yield is 50.0%. As a reaction SMILES: [OH:1][C:2]1[C:10]2[N:9]=[C:8]([CH2:11][O:12][C:13]3[CH:18]=[CH:17][C:16]([Cl:19])=[CH:15][CH:14]=3)[N:7]([CH2:20][CH2:21][CH2:22][CH:23]3[CH2:28][CH2:27][N:26]([C:29]([O:31][C:32]([CH3:35])([CH3:34])[CH3:33])=[O:30])[CH2:25][CH2:24]3)[C:6]=2[CH:5]=[CH:4][CH:3]=1.[H-].[Na+].[CH3:38]I>CN(C)C=O>[CH3:38][O:1][C:2]1[C:10]2[N:9]=[C:8]([CH2:11][O:12][C:13]3[CH:14]=[CH:15][C:16]([Cl:19])=[CH:17][CH:18]=3)[N:7]([CH2:20][CH2:21][CH2:22][CH:23]3[CH2:24][CH2:25][N:26]([C:29]([O:31][C:32]([CH3:35])([CH3:34])[CH3:33])=[O:30])[CH2:27][CH2:28]3)[C:6]=2[CH:5]=[CH:4][CH:3]=1 |f:1.2|. Procedure details: A solution of 4-hydroxy-2-[(4-chlorophenoxy)methyl]-1-[3-[1-(t-butoxycarbonyl)piperidin-4-yl]propyl]benzimidazole (300 mg, 0.6 mmol, 1 eq) in anhydrous N,N-dimethylformamide (3 m) was treated with sodium hydride (60% in mineral oil, 26 mg, 0.66 mmol, 1.1 eq). The resulting mixture was stirred for thirty minutes at room temperature. Methyl iodide (94 mg, 0.66 mmol, 1 eq) was added to the reaction and the resulting mixture was stirred for two hours at room temperature. The reaction was quenched wi... Reactants: CC(C)(C)O, CC(=O)[O-], CC(=O)[O-], Cc1ccccc1, COc1ccccc1CNc1cc(-c2cccnc2)c2cc(Cl)ccc2n1, [Pd+2], NCc1cccnc1. Product: COc1ccccc1CNc1cc(-c2cccnc2)c2cc(NCc3cccnc3)ccc2n1. As a reaction SMILES: [C:43]([OH:44])([CH3:45])([CH3:46])[CH3:47].[C:48]([O-:49])(=[O:50])[CH3:51].[C:53]([O-:54])(=[O:55])[CH3:56].[CH3:36][c:37]1[cH:38][cH:39][cH:40][cH:41][cH:42]1.[Cl:1][c:2]1[cH:3][c:4]2[c:5](-[c:22]3[cH:23][n:24][cH:25][cH:26][cH:27]3)[cH:6][c:7]([NH:12][CH2:13][c:14]3[c:15]([O:20][CH3:21])[cH:16][cH:17][cH:18][cH:19]3)[n:8][c:9]2[cH:10][cH:11]1.[Pd+2:52].[cH:28]1[c:29]([CH2:34][NH2:35])[cH:30][cH:31][cH:32][n:33]1>>[c:2]1([NH:35][CH2:34][c:29]2[cH:28][n:33][cH:32][cH:31][cH:30]2)[cH:3][c:4]2[c:5](-[c:22]3[cH:23][n:24][cH:25][cH:26][cH:27]3)[cH:6][c:7]([NH:12][CH2:13][c:14]3[c:15]([O:20][CH3:21])[cH:16][cH:17][cH:18][cH:19]3)[n:8][c:9]2[cH:10][cH:11]1. Starting materials: CCOC(C)=O, COc1nccc2c(=O)n(C)c(-c3ccc(OC4CCN(C5CCC5)CC4)cc3)nc12, ClCCl, FB(F)F, [Na+], [OH-]. Product: Cn1c(-c2ccc(OC3CCN(C4CCC4)CC3)cc2)nc2c(=O)[nH]ccc2c1=O. Reaction SMILES: [CH3:41][CH2:42][O:43][C:44](=[O:45])[CH3:46].[CH:1]1([N:5]2[CH2:6][CH2:7][CH:8]([O:11][c:12]3[cH:13][cH:14][c:15](-[c:18]4[n:19]([CH3:31])[c:20](=[O:30])[c:21]5[c:22]([n:23]4)[c:24]([O:28][CH3:29])[n:25][cH:26][cH:27]5)[cH:16][cH:17]3)[CH2:9][CH2:10]2)[CH2:2][CH2:3][CH2:4]1.[Cl:38][CH2:39][Cl:40].[F:32][B:33]([F:34])[F:35].[Na+:37].[OH-:36]>>[CH:1]1([N:5]2[CH2:6][CH2:7][CH:8]([O:11][c:12]3[cH:13][cH:14][c:15](-[c:18]4[n:19]([CH3:31])[c:20](=[O:30])[c:21]5[c:22]([n:23]4)[c:24](=[O:28])[nH:25][cH:26][cH:27]5)[cH:16][cH:17]3)[CH2:9][CH2:10]2)[CH2:2][CH2:3][CH2:4]1. The reactants are Brc1ccccc1, CCOCC, CN(C)CC#CC(O)c1ccccc1, [Cl-], [Mg], [NH4+]. Yields the product CN(C)CC=C(c1ccccc1)C(O)c1ccccc1. Reaction SMILES: [Br:1][c:2]1[cH:3][cH:4][cH:5][cH:6][cH:7]1.[CH2:25]([O:26][CH2:27][CH3:28])[CH3:29].[CH3:9][N:10]([CH2:11][C:12]#[C:13][CH:14]([OH:15])[c:16]1[cH:17][cH:18][cH:19][cH:20][cH:21]1)[CH3:22].[Cl-:23].[Mg:8].[NH4+:24]>>[c:2]1([C:13](=[CH:12][CH2:11][N:10]([CH3:9])[CH3:22])[CH:14]([OH:15])[c:16]2[cH:17][cH:18][cH:19][cH:20][cH:21]2)[cH:3][cH:4][cH:5][cH:6][cH:7]1. Reactants: C1(=CC=CC=C1)SC1=CC=CC=C1 (diphenyl sulfide), FC(C(F)(F)F)(F)P(OC)(=O)C(C(F)(F)F)(F)F (Methyl bis(pentafluoroethyl)phosphinate), P(=O)(C(F)(F)C(F)(F)F)(C(F)(F)C(F)(F)F)OC ((C2F5)2P(O)OCH3). Run at temperature 45 celsius, time 17 hour. Yields the product FC(C(F)(F)F)(F)P([O-])(=O)C(C(F)(F)F)(F)F.C[S+](C1=CC=CC=C1)C1=CC=CC=C1 (Methyldiphenylsulfonium bis(pentafluoroethyl)phosphinate), [CH3S(C6H5)2][(C2F5)2P(O)O]. The yield is 85.0%. As a reaction SMILES: [F:1][C:2]([P:8]([C:12]([F:18])([F:17])[C:13]([F:16])([F:15])[F:14])(=[O:11])[O:9]C)([F:7])[C:3]([F:6])([F:5])[F:4].[C:19]1([S:25][C:26]2[CH:31]=[CH:30][CH:29]=[CH:28][CH:27]=2)[CH:24]=[CH:23][CH:22]=[CH:21][CH:20]=1>>[F:7][C:2]([P:8]([C:12]([F:17])([F:18])[C:13]([F:16])([F:15])[F:14])(=[O:9])[O-:11])([F:1])[C:3]([F:6])([F:5])[F:4].[CH3:2][S+:25]([C:19]1[CH:20]=[CH:21][CH:22]=[CH:23][CH:24]=1)[C:26]1[CH:27]=[CH:28][CH:29]=[CH:30][CH:31]=1 |f:2.3|. Procedure details: Methyl bis(pentafluoroethyl)phosphinate, (C2F5)2P(O)OCH3, (1.77 g; 5.6 mmol) is slowly added dropwise to cooled (0° C.) diphenyl sulfide (1.01 g; 5.4 mmol) in a 25 ml glass flask. The two-phase reaction mixture is warmed and stirred at 45° C. for 17 h. The readily volatile constituents are removed in vacuo (10−3 mbar) at room temperature. Methyldiphenylsulfonium bis(pentafluoroethyl)phosphinate, [CH3S(C6H5)2][(C2F5)2P(O)O], (2.31 g, 4.6 mmol) is isolated as pale-yellow and highly viscous liquid ... The reactants are ClC1=NC=CC=C1[N+](=O)[O-] (2-chloro-3-nitropyridine), C1CCOC1 (THF), [Br-] (bromide). Conditions: temperature -78 celsius, time 1 hour. The product is ClC=1N=CC=C2C1NC=C2 (7-chloro-1H-pyrrolo[2,3-c]pyridine). Yield: 37.0%. RXN SMILES: [Cl:1][C:2]1[C:7]([N+:8]([O-])=O)=[CH:6][CH:5]=[CH:4][N:3]=1.[Br-].[CH2:12]1COC[CH2:13]1>>[Cl:1][C:2]1[N:3]=[CH:4][CH:5]=[C:6]2[CH:13]=[CH:12][NH:8][C:7]=12. Procedure details: A solution of 2-chloro-3-nitropyridine (31.5 mmol) in dry THF (200 mL) was cooled to −78° C. Vinylmagnisium bromide (1.0 M in THF, 100 mL) was added dropwise under N2. The mixture was stirred at −78° C. for 1 hr, followed by −20° C. for further 8 hrs. The mixture was quenched with 150 mL NH4Cl (20% in H2O) and extracted with EtOAc (3×150 mL). The organic layers were combined, washed with brine, dried on MgSO4 and filtered. The solvent was evaporated and the residue was purified by column chromat... The reactants are [Al+3].[Cl-].[Cl-].[Cl-] (AlCl3), C1=CC=CC=C1 (benzene), BrC(C(=O)Br)(C)C (2-bromoisobutyryl bromide). Run in C(Cl)Cl (methylene chloride). Conditions: time 2 hour. Product: CC1C(C2=CC=CC=C2C1)=O (2-Methyl-1-indanone). As a reaction SMILES: [Al+3].[Cl-].[Cl-].[Cl-].[CH:5]1[CH:10]=[CH:9][CH:8]=[CH:7][CH:6]=1.Br[C:12]([CH3:17])([CH3:16])[C:13](Br)=[O:14]>C(Cl)Cl>[CH3:16][CH:12]1[CH2:17][C:10]2[C:5](=[CH:6][CH:7]=[CH:8][CH:9]=2)[C:13]1=[O:14] |f:0.1.2.3|. Procedure: 17.3 g (125 mmol) of AlCl3 were added to a solution of 3.91 g (50 mmol) of benzene in 30 ml of analytical grade methylene chloride, while cooling with ice. 11.9 g (52 mmol) of 2-bromoisobutyryl bromide were then added, and stirring was continued at 0° C. for 1 hour and at room temperature for 2 hours. The mixture was heated under reflux for a further 15 hours and then worked up analogously to Example A. The crude product was chromatographed on 100 g of silica gel (hexane/methylene chloride 1:1).... Starting materials: CC(C)(C)OC(=O)Nc1ccc(CC(CP(=O)(O)Cc2ccccc2)C(=O)O)cn1, CCOC(C)=O, Cl. Product: Nc1ccc(CC(CP(=O)(O)Cc2ccccc2)C(=O)O)cn1. Reaction SMILES: [CH2:1]([c:2]1[cH:3][cH:4][cH:5][cH:6][cH:7]1)[P:8](=[O:9])([OH:10])[CH2:11][CH:12]([C:13](=[O:14])[OH:15])[CH2:16][c:17]1[cH:18][n:19][c:20]([NH:23][C:24]([O:25][C:26]([CH3:27])([CH3:28])[CH3:29])=[O:30])[cH:21][cH:22]1.[CH3:32][CH2:33][O:34][C:35]([CH3:36])=[O:37].[ClH:31]>>[CH2:1]([c:2]1[cH:3][cH:4][cH:5][cH:6][cH:7]1)[P:8](=[O:9])([OH:10])[CH2:11][CH:12]([C:13](=[O:14])[OH:15])[CH2:16][c:17]1[cH:18][n:19][c:20]([NH2:23])[cH:21][cH:22]1. The reactants are OC=1C(=C(C(=O)O)C=CC1)[N+](=O)[O-] (3-Hydroxy-2-nitro-benzoic acid), C(C(=O)Cl)(=O)Cl (Oxalyl chloride). Run in C(C)#N (acetonitrile), C(C)#N (acetonitrile). Reaction conditions: temperature 40 celsius, time 15 minute. The product is COC(C1=C(C(=CC=C1)O)[N+](=O)[O-])=O (3-hydroxy-2-nitro-benzoic acid methyl ester). Reaction SMILES: [OH:1][C:2]1[C:3]([N+:11]([O-:13])=[O:12])=[C:4]([CH:8]=[CH:9][CH:10]=1)[C:5]([OH:7])=[O:6].[C:14](Cl)(=O)C(Cl)=O>C(#N)C>[CH3:14][O:6][C:5](=[O:7])[C:4]1[CH:8]=[CH:9][CH:10]=[C:2]([OH:1])[C:3]=1[N+:11]([O-:13])=[O:12]. Procedure details: 3-Hydroxy-2-nitro-benzoic acid (commercially available) (31.5 g) was suspended in acetonitrile (100 ml). Oxalyl chloride (22 ml) in acetonitrile (20 ml) was added dropwise upon which a vigorous gas stream evolved. After 15 minutes the reaction slowed down and therefore, the reaction mixture was heated with a warm water bath (40° C.) for 40 minutes. The mixture was concentrated and the residue was re-dissolved in dichloromethane (100 ml). A mixture of methanol (50 ml) and triethylamine (20 ml) in...